From a dataset of the Open Reaction Database (ORD), a public repository of structured organic reaction records. describe an organic reaction: reactants, conditions, products, and yield Reactants: COC(C(=O)OC)C(C1=C(C=CC=C1)CCCCCCCCC1=CC=CC=C1)SCCC(=O)OC (methyl 2-methoxy-3-(2-carbomethoxyethylthio)-3-[2-(8-phenyloctyl)phenyl]propanoate), [OH-].[Na+] (sodium hydroxide). Run in CO (methanol). Conditions: time 2 hour. Yields the product COC(C(=O)O)C(C1=C(C=CC=C1)CCCCCCCCC1=CC=CC=C1)SCCC(=O)O (2-Methoxy-3-(2-carboxyethylthio)-3-[2-(8-phenyloctyl)phenyl]propanoic acid). Yield: 28.0%. As a reaction SMILES: [CH3:1][O:2][CH:3]([CH:8]([S:29][CH2:30][CH2:31][C:32]([O:34]C)=[O:33])[C:9]1[CH:14]=[CH:13][CH:12]=[CH:11][C:10]=1[CH2:15][CH2:16][CH2:17][CH2:18][CH2:19][CH2:20][CH2:21][CH2:22][C:23]1[CH:28]=[CH:27][CH:26]=[CH:25][CH:24]=1)[C:4]([O:6]C)=[O:5].[OH-].[Na+]>CO>[CH3:1][O:2][CH:3]([CH:8]([S:29][CH2:30][CH2:31][C:32]([OH:34])=[O:33])[C:9]1[CH:14]=[CH:13][CH:12]=[CH:11][C:10]=1[CH2:15][CH2:16][CH2:17][CH2:18][CH2:19][CH2:20][CH2:21][CH2:22][C:23]1[CH:24]=[CH:25][CH:26]=[CH:27][CH:28]=1)[C:4]([OH:6])=[O:5] |f:1.2|. Reported procedure: A solution of methyl 2-methoxy-3-(2-carbomethoxyethylthio)-3-[2-(8-phenyloctyl)phenyl]propanoate (0.5807 g, 1.2 mmoles) in methanol (5 ml) under argon was cooled to 0° C., after which 10% sodium hydroxide (1.5 ml, 3.5 mmoles) was added. The mixture was permitted to warm to room temperature and stirred for 2 hours. The methanol was evaporated and the mixture diluted with water. The pH of the aqueous layer was adjusted to 2 with dilute hydrochloric acid and extracted with ether. The organic phase ... The reactants are Cc1ncc(CNC(=O)c2nc3n(c(=O)c2OCc2ccccc2)CCOC3(C)C)s1, CCOC(C)=O, CCO, [H][H]. The product is Cc1ncc(CNC(=O)c2nc3n(c(=O)c2O)CCOC3(C)C)s1. Reaction SMILES: [CH2:1]([c:2]1[cH:3][cH:4][cH:5][cH:6][cH:7]1)[O:8][c:9]1[c:10]([C:22](=[O:23])[NH:24][CH2:25][c:26]2[cH:27][n:28][c:29]([CH3:31])[s:30]2)[n:11][c:12]2[n:17]([c:18]1=[O:19])[CH2:16][CH2:15][O:14][C:13]2([CH3:20])[CH3:21].[CH3:34][CH2:35][O:36][C:37](=[O:38])[CH3:39].[CH3:40][CH2:41][OH:42].[H:32][H:33]>>[OH:8][c:9]1[c:10]([C:22](=[O:23])[NH:24][CH2:25][c:26]2[cH:27][n:28][c:29]([CH3:31])[s:30]2)[n:11][c:12]2[n:17]([c:18]1=[O:19])[CH2:16][CH2:15][O:14][C:13]2([CH3:20])[CH3:21]. Reaction SMILES: [F:1][C:2]1[CH:7]=[CH:6][C:5]([C@:8]2([CH2:32][CH2:33][CH2:34][OH:35])[O:13][C:12](=[O:14])[N:11]([C@H:15]([C:17]3[CH:22]=[CH:21][C:20](B4OC(C)(C)C(C)(C)O4)=[CH:19][CH:18]=3)[CH3:16])[CH2:10][CH2:9]2)=[CH:4][CH:3]=1.Cl[C:37]1[CH:42]=[CH:41][N:40]=[CH:39][N:38]=1>>[F:1][C:2]1[CH:7]=[CH:6][C:5]([C@:8]2([CH2:32][CH2:33][CH2:34][OH:35])[O:13][C:12](=[O:14])[N:11]([C@H:15]([C:17]3[CH:18]=[CH:19][C:20]([C:37]4[CH:42]=[CH:41][N:40]=[CH:39][N:38]=4)=[CH:21][CH:22]=3)[CH3:16])[CH2:10][CH2:9]2)=[CH:4][CH:3]=1. Procedure: The title compound was prepared from (R)-6-(4-fluorophenyl)-6-(3-hydroxypropyl)-3-((S)-1-(4-(4,4,5,5-tetramethyl-1,3,2-dioxaborolan-2-yl)phenyl)ethyl)-1,3-oxazinan-2-one and 4-chloropyrimidine following a procedure analogous to that described in Example 1 Step 2. LC-MS Method 2 tR=1.172, m/z=392.1; 1H NMR (CDCl3) 1.28-1.40 (m, 1H), 1.52 (m, 3H), 1.64 (m, 2H), 1.81-1.99 (m, 2H), 2.09-2.37 (m, 3H), 2.90 (m, 1H), 3.51 (t, 2H), 5.68 (m, 1H), 6.88-7.07 (m, 3H), 7.16-7.28 (m, 3H), 7.58 (m, 1H), 7.79 (... Product: FC1=CC=C(C=C1)[C@]1(CCN(C(O1)=O)[C@@H](C)C1=CC=C(C=C1)C1=NC=NC=C1)CCCO ((R)-6-(4-fluorophenyl)-6-(3-hydroxypropyl)-3-((S)-1-(4-(pyrimidin-4-yl)phenyl)ethyl)-1,3-oxazinan-2-one). The reactants are FC1=CC=C(C=C1)[C@]1(CCN(C(O1)=O)[C@@H](C)C1=CC=C(C=C1)B1OC(C(O1)(C)C)(C)C)CCCO ((R)-6-(4-fluorophenyl)-6-(3-hydroxypropyl)-3-((S)-1-(4-(4,4,5,5-tetramethyl-1,3,2-dioxaborolan-2-yl)phenyl)ethyl)-1,3-oxazinan-2-one), ClC1=NC=NC=C1 (4-chloropyrimidine).